The task is: describe an organic reaction: reactants, conditions, products, and yield. This data is from the Open Reaction Database (ORD), a public repository of structured organic reaction records. The reactants are C(CCCCCCCCC)C(CN=C(O)C1=C(C(=C(C=2C(=C(C(=C(C12)C(=O)O)Br)Br)C(=O)O)C(O)=NCC(CCCCCCCCCCCC)CCCCCCCCCC)Br)Br)CCCCCCCCCCCC (N,N′-di(2-decyltetradecyl)-2,3,6,7-tetrabromonaphthalene-1,4,5,8-tetracarboxylic acid diimide), C(CCCCC)C(CN)CCCCCC (2-hexyloctyl amine). Yields the product C(CCCCC)C(CN=C(O)C1=C(C(=C(C=2C(=C(C(=C(C12)C(=O)O)Br)Br)C(=O)O)C(O)=NCC(CCCCCC)CCCCCC)Br)Br)CCCCCC (N,N′-di(2-hexyloctyl)-2,3,6,7-tetrabromonaphthalene-1,4,5,8-tetracarboxylic acid diimide). Isolated yield 22.0%. As a reaction SMILES: [CH2:1]([CH:11]([CH2:63][CH2:64][CH2:65][CH2:66][CH2:67][CH2:68]CCCCCC)[CH2:12][N:13]=[C:14]([C:16]1[C:25]2[C:24]([C:26]([OH:28])=[O:27])=[C:23]([Br:29])[C:22]([Br:30])=[C:21]([C:31]([OH:33])=[O:32])[C:20]=2[C:19]([C:34](=[N:36][CH2:37][CH:38]([CH2:51][CH2:52][CH2:53][CH2:54][CH2:55][CH2:56]CCCC)[CH2:39][CH2:40][CH2:41][CH2:42][CH2:43][CH2:44]CCCCCC)[OH:35])=[C:18]([Br:61])[C:17]=1[Br:62])[OH:15])[CH2:2][CH2:3][CH2:4][CH2:5][CH2:6]CCCC.C(C(CCCCCC)CN)CCCCC>>[CH2:51]([CH:38]([CH2:39][CH2:40][CH2:41][CH2:42][CH2:43][CH3:44])[CH2:37][N:36]=[C:34]([C:19]1[C:20]2[C:21]([C:31]([OH:33])=[O:32])=[C:22]([Br:30])[C:23]([Br:29])=[C:24]([C:26]([OH:28])=[O:27])[C:25]=2[C:16]([C:14](=[N:13][CH2:12][CH:11]([CH2:1][CH2:2][CH2:3][CH2:4][CH2:5][CH3:6])[CH2:63][CH2:64][CH2:65][CH2:66][CH2:67][CH3:68])[OH:15])=[C:17]([Br:62])[C:18]=1[Br:61])[OH:35])[CH2:52][CH2:53][CH2:54][CH2:55][CH3:56]. Reported procedure: The same synthetic method for compound 22 was used except using 2-hexyloctyl amine instead of 2-decyltetradecyl amine, and the yield was 22% (calculated based on TBNDA as a starting material). Starting materials: CS(=O)(=O)C1=CC=C(C=C1)N1C(C=C(C=C1)OC1CCN(CC1)C(=O)OC(C)(C)C)=O (tert-butyl 4-(1-(4-(methylsulfonyl)phenyl)-2-oxo-1,2-dihydropyridin-4-yloxy)piperidine-1-carboxylate), ClC(=O)OC1=C(C=CC=C1)Cl (2-chlorophenyl chloroformate), ClC(=O)OC(C(F)(F)F)C (1,1,1-trifluoropropan-2-yl chloroformate). Product: CS(=O)(=O)C1=CC=C(C=C1)N1C(C=C(C=C1)OCC1CN(CC1)C(=O)OC1=C(C=CC=C1)Cl)=O (2-chlorophenyl 3-((1-(4-(methylsulfonyl)phenyl)-2-oxo-1,2-dihydropyridin-4-yloxy)methyl)pyrrolidine-1-carboxylate). RXN SMILES: [CH3:1][S:2]([C:5]1[CH:10]=[CH:9][C:8]([N:11]2[CH:16]=[CH:15][C:14]([O:17][CH:18]3[CH2:23][CH2:22][N:21](C(OC(C)(C)C)=O)[CH2:20][CH2:19]3)=[CH:13][C:12]2=[O:31])=[CH:7][CH:6]=1)(=[O:4])=[O:3].Cl[C:33]([O:35][C:36]1[CH:41]=[CH:40][CH:39]=[CH:38][C:37]=1[Cl:42])=[O:34].ClC(OC(C)C(F)(F)F)=O>>[CH3:1][S:2]([C:5]1[CH:6]=[CH:7][C:8]([N:11]2[CH:16]=[CH:15][C:14]([O:17][CH2:18][CH:19]3[CH2:23][CH2:22][N:21]([C:33]([O:35][C:36]4[CH:41]=[CH:40][CH:39]=[CH:38][C:37]=4[Cl:42])=[O:34])[CH2:20]3)=[CH:13][C:12]2=[O:31])=[CH:9][CH:10]=1)(=[O:4])=[O:3]. Procedure details: Example 19 was prepared according to procedures described in Example 2, Step A and Step C, substituting tert-butyl 3-((1-(4-(methylsulfonyl)phenyl)-2-oxo-1,2-dihydropyridin-4-yloxy)methyl)pyrrolidine-1-carboxylate for tert-butyl 4-(1-(4-(methylsulfonyl)phenyl)-2-oxo-1,2-dihydropyridin-4-yloxy)piperidine-1-carboxylate in Step A and 2-chlorophenyl chloroformate for 1,1,1-trifluoropropan-2-yl chloroformate in Step C. 1H NMR (500 MHz, CDCl3) δ 8.08 (d, J=8.80 Hz, 2 H), 7.61 (d, J=8.80 Hz, 2 H), 7.43... Reactants: N1C(=CC2=CC=CC=C12)C(=O)N1CCN(CC1)C ((1H-Indol-2-yl)-(4-methyl-piperazin-1-yl)-methanone), P(=O)(Cl)(Cl)Cl (phosphorus oxychloride), CN(C)C=O (DMF), [OH-].[Na+] (sodium hydroxide), O (water). Run at time 16 hour. Yields the product CN1CCN(CC1)C(=O)C=1NC2=CC=CC=C2C1C=O (2-(4-Methyl-piperazine-1-carbonyl)-1H-indole-3-carbaldehyde). RXN SMILES: [NH:1]1[C:9]2[C:4](=[CH:5][CH:6]=[CH:7][CH:8]=2)[CH:3]=[C:2]1[C:10]([N:12]1[CH2:17][CH2:16][N:15]([CH3:18])[CH2:14][CH2:13]1)=[O:11].P(Cl)(Cl)(Cl)=O.O.[OH-].[Na+].CN([CH:30]=[O:31])C>>[CH3:18][N:15]1[CH2:14][CH2:13][N:12]([C:10]([C:2]2[NH:1][C:9]3[C:4]([C:3]=2[CH:30]=[O:31])=[CH:5][CH:6]=[CH:7][CH:8]=3)=[O:11])[CH2:17][CH2:16]1 |f:3.4|. Procedure details: (1H-Indol-2-yl)-(4-methyl-piperazin-1-yl)-methanone (Example 4, 0.206 g) in DMF (1.5 mL) at 0° C. was treated with phosphorus oxychloride (0.1 mL) over 10 min. The reaction mixture was warmed to ambient temperature and stirred for 16 h. The reaction mixture was poured into water and adjusted to neutral pH by addition of 1 M sodium hydroxide. The mixture was extracted with dichloromethane. The organic extracts were combined, dried over sodium sulfate, filtered, and concentrated to give crude prod... The reactants are CCOC(C)=O, CCOP(=O)(OCC)c1cnn2c(NC(C)C(C)(C)C)c(-c3ccc(F)cc3Cl)c(Cl)nc12, Cl, O. The product is CCOP(=O)(O)c1cnn2c(NC(C)C(C)(C)C)c(-c3ccc(F)cc3Cl)c(Cl)nc12. RXN SMILES: [CH3:36][CH2:37][O:38][C:39](=[O:40])[CH3:41].[Cl:1][c:2]1[n:3][c:4]2[n:5]([c:6]([NH:16][CH:17]([C:18]([CH3:19])([CH3:20])[CH3:21])[CH3:22])[c:7]1-[c:8]1[c:9]([Cl:15])[cH:10][c:11]([F:14])[cH:12][cH:13]1)[n:23][cH:24][c:25]2[P:26]([O:27][CH2:28][CH3:29])([O:30][CH2:31][CH3:32])=[O:33].[ClH:34].[OH2:35]>>[Cl:1][c:2]1[n:3][c:4]2[n:5]([c:6]([NH:16][CH:17]([C:18]([CH3:19])([CH3:20])[CH3:21])[CH3:22])[c:7]1-[c:8]1[c:9]([Cl:15])[cH:10][c:11]([F:14])[cH:12][cH:13]1)[n:23][cH:24][c:25]2[P:26]([O:27][CH2:28][CH3:29])(=[O:30])[OH:33]. The reactants are COC(CC1CCN(CC1)C(=O)N1C(=N[C@@]([C@@]1(C)C1=CC=C(C=C1)Cl)(C)C1=CC=C(C=C1)Cl)C=1C=NC(=CC1OCC)C(C)(C)C)=O ({1-[(4S,5R)-2-(6-tert-Butyl-4-ethoxy-pyridin-3-yl)-4,5-bis-(4-chloro-phenyl)-4,5-dimethyl-4,5-dihydro-imidazole-1-carbonyl]-piperidin-4-yl}-acetic acid methyl ester), [OH-].[Li+] (lithium hydroxide). Run in O (water), CO.O1CCCC1 (methanol tetrahydrofuran). Yields the product C(C)(C)(C)C1=CC(=C(C=N1)C=1N([C@]([C@](N1)(C)C1=CC=C(C=C1)Cl)(C)C1=CC=C(C=C1)Cl)C(=O)N1CCC(CC1)CC(=O)O)OCC ({1-[(4S,5R)-2-(6-tert-Butyl-4-ethoxy-pyridin-3-yl)-4,5-bis-(4-chloro-phenyl)-4,5-dimethyl-4,5-dihydro-imidazole-1-carbonyl]-piperidin-4-yl}-acetic acid). Reaction SMILES: C[O:2][C:3](=[O:47])[CH2:4][CH:5]1[CH2:10][CH2:9][N:8]([C:11]([N:13]2[C@@:17]([C:19]3[CH:24]=[CH:23][C:22]([Cl:25])=[CH:21][CH:20]=3)([CH3:18])[C@@:16]([C:27]3[CH:32]=[CH:31][C:30]([Cl:33])=[CH:29][CH:28]=3)([CH3:26])[N:15]=[C:14]2[C:34]2[CH:35]=[N:36][C:37]([C:43]([CH3:46])([CH3:45])[CH3:44])=[CH:38][C:39]=2[O:40][CH2:41][CH3:42])=[O:12])[CH2:7][CH2:6]1.[OH-].[Li+]>CO.O1CCCC1.O>[C:43]([C:37]1[N:36]=[CH:35][C:34]([C:14]2[N:13]([C:11]([N:8]3[CH2:7][CH2:6][CH:5]([CH2:4][C:3]([OH:47])=[O:2])[CH2:10][CH2:9]3)=[O:12])[C@@:17]([C:19]3[CH:24]=[CH:23][C:22]([Cl:25])=[CH:21][CH:20]=3)([CH3:18])[C@@:16]([C:27]3[CH:32]=[CH:31][C:30]([Cl:33])=[CH:29][CH:28]=3)([CH3:26])[N:15]=2)=[C:39]([O:40][CH2:41][CH3:42])[CH:38]=1)([CH3:44])([CH3:45])[CH3:46] |f:1.2,3.4|. Procedure: {1-[(4S,5R)-2-(6-tert-Butyl-4-ethoxy-pyridin-3-yl)-4,5-bis-(4-chloro-phenyl)-4,5-dimethyl-4,5-dihydro-imidazole-1-carbonyl]-piperidin-4-yl}-acetic acid methyl ester (example 162) was hydrolyzed using lithium hydroxide in methanol/tetrahydrofuran and water to give the title compound. HR-MS (ES, m/z) calculated for C36H43Cl2N4O4 [(M+H)+] 665.2656, observed 665.2656. Reactants: C(C)OC(=O)C=1C=NC2=CC(=C(C=C2C1O)F)F (6,7-difluoro-4-hydroxy-3-quinolinecarboxylic acid ethyl ester), C([O-])([O-])=O.[K+].[K+] (potassium carbonate), C(C)I (ethyl iodide). Run in CN(C=O)C (dimethylformamide). Conditions: temperature 90 celsius. Yields the product C(C)N1C=C(C(C2=CC(=C(C=C12)F)F)=O)C(=O)OCC (1-ethyl-6,7-difluoro-1,4-dihydro-4-oxo-3-quinolinecarboxylic acid, ethyl ester). RXN SMILES: [CH2:1]([O:3][C:4]([C:6]1[CH:7]=[N:8][C:9]2[C:14]([C:15]=1[OH:16])=[CH:13][C:12]([F:17])=[C:11]([F:18])[CH:10]=2)=[O:5])[CH3:2].C(=O)([O-])[O-].[K+].[K+].[CH2:25](I)[CH3:26]>CN(C)C=O>[CH2:25]([N:8]1[C:9]2[C:14](=[CH:13][C:12]([F:17])=[C:11]([F:18])[CH:10]=2)[C:15](=[O:16])[C:6]([C:4]([O:3][CH2:1][CH3:2])=[O:5])=[CH:7]1)[CH3:26] |f:1.2.3|. Procedure: A 20 g portion of the above ester was suspended in 400 ml of dimethylformamide, 27.3 g of potassium carbonate was added and this mixture was stirred at 90° C. A 61.8 g portion of ethyl iodide was added and this mixture was stirred at 90° C. for 24 hours and then evaporated. The residue was dissolved in water and then extracted with dichloromethane. The extract was washed with water, dried, filtered and evaporated in vacuo. The residue was recrystallized from ethanol, giving 16.15 g of 1-ethyl-6,... The reactants are CC#N, O=C1CCC(=O)N1I, O=C(Cc1cccc2ccccc12)Nc1ccsc1. Product: O=C(Cc1cccc2ccccc12)Nc1ccsc1I. As a reaction SMILES: [CH3:28][C:29]#[N:30].[I:20][N:21]1[C:22](=[O:23])[CH2:24][CH2:25][C:26]1=[O:27].[c:1]1([CH2:11][C:12](=[O:13])[NH:14][c:15]2[cH:16][s:17][cH:18][cH:19]2)[cH:2][cH:3][cH:4][c:5]2[cH:6][cH:7][cH:8][cH:9][c:10]12>>[c:1]1([CH2:11][C:12](=[O:13])[NH:14][c:15]2[c:16]([I:20])[s:17][cH:18][cH:19]2)[cH:2][cH:3][cH:4][c:5]2[cH:6][cH:7][cH:8][cH:9][c:10]12.